From a dataset of the Open Reaction Database (ORD), a public repository of structured organic reaction records. describe an organic reaction: reactants, conditions, products, and yield As a reaction SMILES: [CH:9]1([C:18]([OH:19])=[O:20])[CH2:10][CH:11]([C:15](=[O:16])[OH:17])[CH2:12][CH2:13][CH2:14]1.[Cl:21][CH:22]([Cl:23])[Cl:24].[N-:4]=[N+:5]=[N-:6].[NH:1]=[N+:2]=[N-:3].[Na+:7].[OH2:8].[S:25](=[O:26])(=[O:27])([OH:28])[OH:29]>>[NH2:4][CH:9]1[CH2:10][CH:11]([C:15](=[O:16])[OH:17])[CH2:12][CH2:13][CH2:14]1. The product is NC1CCCC(C(=O)O)C1. Reactants: O=C(O)C1CCCC(C(=O)O)C1, ClC(Cl)Cl, [N-]=[N+]=[N-], [N-]=[N+]=N, [Na+], O, O=S(=O)(O)O. Starting materials: C(C)N=C=O (Ethyl isocyanate), NC=1SC(=C(N1)C)C=1C=C(C(=NC1)Cl)NS(=O)(=O)C (N-[5-(2-amino-4-methyl-1,3-thiazol-5-yl)-2-chloropyridin-3-yl]methanesulfonamide). Solvent: C1CCOC1 (THF). Conditions: temperature 125 celsius. Product: ClC1=NC=C(C=C1NS(=O)(=O)C)C1=C(N=C(S1)NC(=O)NCC)C (N-{2-Chloro-5-[2-(3-ethylureido)-4-methyl-1,3-thiazol-5-yl]pyridin-3-yl}methanesulfonamide). RXN SMILES: [CH2:1]([N:3]=[C:4]=[O:5])[CH3:2].[NH2:6][C:7]1[S:8][C:9]([C:13]2[CH:14]=[C:15]([NH:20][S:21]([CH3:24])(=[O:23])=[O:22])[C:16]([Cl:19])=[N:17][CH:18]=2)=[C:10]([CH3:12])[N:11]=1>C1COCC1>[Cl:19][C:16]1[C:15]([NH:20][S:21]([CH3:24])(=[O:23])=[O:22])=[CH:14][C:13]([C:9]2[S:8][C:7]([NH:6][C:4]([NH:3][CH2:1][CH3:2])=[O:5])=[N:11][C:10]=2[CH3:12])=[CH:18][N:17]=1. Procedure: Ethyl isocyanate (0.036 mL) was added to a stirred solution of N-[5-(2-amino-4-methyl-1,3-thiazol-5-yl)-2-chloropyridin-3-yl]methanesulfonamide (48 mg) in THF (0.5 mL) and the mixture was placed in a sealed glass reaction vessel and heated to 125° C. in a microwave reactor for 1 hour. The resultant mixture was evaporated and the residue was purified by column chromatography on silica using a solvent gradient of 0% to 6% methanol in dichloromethane as eluent. The material so obtained was purified... The reactants are C1(CCCC1)[Mg]Cl (Cyclopentylmagnesium chloride), BrC=1C=NC=CC1 (3-Bromopyridine), C1(CCCC1)[Mg]Cl (cyclopentylmagnesium chloride). Reagents/catalysts: C1=CC=C(C=C1)P(CCP(C2=CC=CC=C2)C3=CC=CC=C3)C4=CC=CC=C4.Cl[Ni]Cl ([1,2-bis(diphenylphosphino)ethane]dichloronickel(II)). Run in O1CCCC1 (tetrahydrofuran). Reaction conditions: temperature -5 celsius. The product is C1(CCCC1)C=1C=NC=CC1 (3-Cyclopentylpyridine). Isolated yield 29.5%. As a reaction SMILES: Br[C:2]1[CH:3]=[N:4][CH:5]=[CH:6][CH:7]=1.[CH:8]1([Mg]Cl)[CH2:12][CH2:11][CH2:10][CH2:9]1>O1CCCC1.C1C=CC(P(C2C=CC=CC=2)CCP(C2C=CC=CC=2)C2C=CC=CC=2)=CC=1.Cl[Ni]Cl>[CH:8]1([C:2]2[CH:3]=[N:4][CH:5]=[CH:6][CH:7]=2)[CH2:12][CH2:11][CH2:10][CH2:9]1 |f:3.4|. Reported procedure: 3-Bromopyridine (3.9 ml, 40 mmol) and [1,2-bis(diphenylphosphino)ethane]dichloronickel(II) (160 mg, 0.3 mmol) were dissolved in dry tetrahydrofuran (25 ml) and cooled to −5° C. Cyclopentylmagnesium chloride (2.0M in diethyl ether, 20 ml, 40 mmol) was added dropwise over 5–10 minutes and the reaction was allowed to warm slowly to room temperature. Further cyclopentylmagnesium chloride (2.0M in diethyl ether, 5 ml, 10 mmol) was added. The reaction was quenched by the addition of saturated aqueous ...